describe an organic reaction: reactants, conditions, products, and yield From a dataset of the Open Reaction Database (ORD), a public repository of structured organic reaction records. The reactants are C1CCOC1, CC(C)[N-]C(C)C, CC(C)=O, CC1SC(NC2CC3CCC2C3)=NC1=O, [Li+]. The product is CC(C)(O)C1(C)SC(NC2CC3CCC2C3)=NC1=O. Reaction SMILES: [CH2:28]1[O:29][CH2:30][CH2:31][CH2:32]1.[CH3:17][CH:18]([N-:19][CH:20]([CH3:21])[CH3:22])[CH3:23].[CH3:24][C:25]([CH3:26])=[O:27].[CH:1]12[CH:2]([NH:8][C:9]3=[N:13][C:12](=[O:14])[CH:11]([CH3:15])[S:10]3)[CH2:3][CH:4]([CH2:5][CH2:6]1)[CH2:7]2.[Li+:16]>>[CH:1]12[CH:2]([NH:8][C:9]3=[N:13][C:12](=[O:14])[C:11]([CH3:15])([C:25]([CH3:24])([CH3:26])[OH:27])[S:10]3)[CH2:3][CH:4]([CH2:5][CH2:6]1)[CH2:7]2.